From a dataset of the Open Reaction Database (ORD), a public repository of structured organic reaction records. describe an organic reaction: reactants, conditions, products, and yield Reactants: CCCCCCCCCC(C)CCBr, C1CCOC1, [Li]CCCC, CN(C)CCN(C)C, C#CC, [Cl-], [NH4+]. The product is CC#CCCC(C)CCCCCCCCC. As a reaction SMILES: [Br:17][CH2:18][CH2:19][CH:20]([CH2:21][CH2:22][CH2:23][CH2:24][CH2:25][CH2:26][CH2:27][CH2:28][CH3:29])[CH3:30].[CH2:33]1[O:34][CH2:35][CH2:36][CH2:37]1.[CH3:12][CH2:13][CH2:14][CH2:15][Li:16].[CH3:1][N:2]([CH3:3])[CH2:4][CH2:5][N:6]([CH3:7])[CH3:8].[CH3:9][C:10]#[CH:11].[Cl-:31].[NH4+:32]>>[C:9](#[C:10][CH3:11])[CH2:18][CH2:19][CH:20]([CH2:21][CH2:22][CH2:23][CH2:24][CH2:25][CH2:26][CH2:27][CH2:28][CH3:29])[CH3:30]. Starting materials: ClC=1C=CC=2N(N1)C=C(N2)NC(C)=O (N-(6-chloroimidazo[1,2-b]pyridazin-2-yl)acetamide), ClC1=NC=C(C=C1N)C1OC(C(O1)(C)C)(C)C (2-chloro-5-(4,4,5,5-tetramethyl-1,3-dioxolan-2-yl)pyridin-3-amine), C([O-])([O-])=O.[Na+].[Na+] (sodium carbonate). Reagents/catalysts: C1=CC=C(C=C1)P([C-]2C=CC=C2)C3=CC=CC=C3.C1=CC=C(C=C1)P([C-]2C=CC=C2)C3=CC=CC=C3.Cl[Pd]Cl.[Fe+2] (1,1′-bis(diphenylphosphino)ferrocene-palladium dichloride). The solvent is O1CCOCC1.O (dioxane H2O). Conditions: temperature 100 celsius. Product: NC=1C=C(C=NC1Cl)C=1C=CC=2N(N1)C=C(N2)NC(C)=O (N-(6-(5-amino-6-chloropyridin-3-yl)imidazo[1,2-b]pyridazin-2-yl)acetamide). Isolated yield 49.6%. As a reaction SMILES: Cl[C:2]1[CH:3]=[CH:4][C:5]2[N:6]([CH:8]=[C:9]([NH:11][C:12](=[O:14])[CH3:13])[N:10]=2)[N:7]=1.[Cl:15][C:16]1[C:21]([NH2:22])=[CH:20][C:19](C2OC(C)(C)C(C)(C)O2)=[CH:18][N:17]=1.C(=O)([O-])[O-].[Na+].[Na+]>C1C=CC(P(C2C=CC=CC=2)[C-]2C=CC=C2)=CC=1.C1C=CC(P(C2C=CC=CC=2)[C-]2C=CC=C2)=CC=1.Cl[Pd]Cl.[Fe+2].O1CCOCC1.O>[NH2:22][C:21]1[CH:20]=[C:19]([C:2]2[CH:3]=[CH:4][C:5]3[N:6]([CH:8]=[C:9]([NH:11][C:12](=[O:14])[CH3:13])[N:10]=3)[N:7]=2)[CH:18]=[N:17][C:16]=1[Cl:15] |f:2.3.4,5.6.7.8,9.10|. Procedure details: A glass microwave reaction vessel was charged with N-(6-chloroimidazo[1,2-b]pyridazin-2-yl)acetamide (0.05 g, 0.2 mmol, Aurigene, Bangalore, India), 2-chloro-5-(4,4,5,5-tetramethyl-1,3-dioxolan-2-yl)pyridin-3-amine from Step 1 (0.07 g, 0.3 mmol), 1,1′-bis(diphenylphosphino)ferrocene-palladium dichloride (0.01 g, 0.02 mmol), sodium carbonate (0.05 g, 0.5 mmol), and dioxane-H2O (4:1, 2 mL). Ar was bubbled in for 1 minute. The reaction mixture was sealed and heated at 100° C. for 2 h before cooled ... Reactants: [BH4-], CC(=O)c1ccc(-c2ccc(C(=O)OCc3ccc(Cl)cc3)cc2)cc1, CCO, ClC(Cl)Cl, [Na+]. Product: CC(O)c1ccc(-c2ccc(C(=O)OCc3ccc(Cl)cc3)cc2)cc1. Reaction SMILES: [BH4-:31].[C:1]([CH3:2])(=[O:3])[c:4]1[cH:5][cH:6][c:7](-[c:10]2[cH:11][cH:12][c:13]([C:16](=[O:17])[O:18][CH2:19][c:20]3[cH:21][cH:22][c:23]([Cl:26])[cH:24][cH:25]3)[cH:14][cH:15]2)[cH:8][cH:9]1.[CH3:33][CH2:34][OH:35].[CH:27]([Cl:28])([Cl:29])[Cl:30].[Na+:32]>>[CH:1]([CH3:2])([OH:3])[c:4]1[cH:5][cH:6][c:7](-[c:10]2[cH:11][cH:12][c:13]([C:16](=[O:17])[O:18][CH2:19][c:20]3[cH:21][cH:22][c:23]([Cl:26])[cH:24][cH:25]3)[cH:14][cH:15]2)[cH:8][cH:9]1. Reactants: CCC1CC(=O)CC1c1nnc2cnc3c(ccn3COCC[Si](C)(C)C)n12, C1CCOC1, [Li]CCCC, CS(=O)(=O)N1CCOCC1. Yields the product CCC1CC(O)(CS(=O)(=O)N2CCOCC2)CC1c1nnc2cnc3c(ccn3COCC[Si](C)(C)C)n12. RXN SMILES: [CH2:16]([CH3:17])[CH:18]1[CH2:19][C:20](=[O:43])[CH2:21][CH:22]1[c:23]1[n:24][n:25][c:26]2[n:27]1[c:28]1[c:29]([n:30][cH:31]2)[n:32]([CH2:35][O:36][CH2:37][CH2:38][Si:39]([CH3:40])([CH3:41])[CH3:42])[cH:33][cH:34]1.[CH2:44]1[O:45][CH2:46][CH2:47][CH2:48]1.[CH3:11][CH2:12][CH2:13][CH2:14][Li:15].[CH3:1][S:2](=[O:3])(=[O:4])[N:5]1[CH2:6][CH2:7][O:8][CH2:9][CH2:10]1>>[CH2:1]([S:2](=[O:3])(=[O:4])[N:5]1[CH2:6][CH2:7][O:8][CH2:9][CH2:10]1)[C:20]1([OH:43])[CH2:19][CH:18]([CH2:16][CH3:17])[CH:22]([c:23]2[n:24][n:25][c:26]3[n:27]2[c:28]2[c:29]([n:30][cH:31]3)[n:32]([CH2:35][O:36][CH2:37][CH2:38][Si:39]([CH3:40])([CH3:41])[CH3:42])[cH:33][cH:34]2)[CH2:21]1.